describe an organic reaction: reactants, conditions, products, and yield From a dataset of the Open Reaction Database (ORD), a public repository of structured organic reaction records. The reactants are CSCS(C)=O (Formaldehyde dimethyl mercaptal S-oxide), ClC\C=C/CCl (cis-1,4-dichloro-2-butene), O1CCCC1 (tetrahydrofuran), [H-].[Na+] (sodium hydride). Run in C(Cl)Cl (Methylene chloride). Conditions: time 30 minute. Yields the product CSC1(CC=CC1)S(C)=O (3-cyclopentenone dimethyl mercaptal S-oxide). Yield: 61.0%. Reaction SMILES: [CH3:1][S:2][CH2:3][S:4](=[O:6])[CH3:5].O1[CH2:11][CH2:10][CH2:9][CH2:8]1.[H-].[Na+].ClC/C=C\CCl>C(Cl)Cl>[CH3:1][S:2][C:3]1([S:4](=[O:6])[CH3:5])[CH2:11][CH:10]=[CH:9][CH2:8]1 |f:2.3|. Procedure: Formaldehyde dimethyl mercaptal S-oxide (1.27g) was dissolved in 15 ml. of tetrahydrofuran, and 246 mg of sodium hydride was added. The mixture was stirred for 30 minutes at room temperature, and then for 2 hours at 50° C. With ice cooling, 442 mg of cis-1,4-dichloro-2-butene was added. The mixture was stirred for 1 hour with ice cooling, and then for 6.5 hours at room temperature. Methylene chloride (100 ml) was added, and the insoluble matter was separated by filtration. The filtrate was conce... Starting materials: CCO, [Cl-], ClCCl, O=C1Cc2cc([N+](=O)[O-])cc(F)c2N1CCF, [Fe], [NH4+], O. The product is Nc1cc(F)c2c(c1)CC(=O)N2CCF. Reaction SMILES: [CH3:20][CH2:21][OH:22].[Cl-:18].[Cl:24][CH2:25][Cl:26].[F:1][c:2]1[cH:3][c:4]([N+:15]([O-:16])=[O:17])[cH:5][c:6]2[c:10]1[N:9]([CH2:11][CH2:12][F:13])[C:8](=[O:14])[CH2:7]2.[Fe:27].[NH4+:19].[OH2:23]>>[F:1][c:2]1[cH:3][c:4]([NH2:15])[cH:5][c:6]2[c:10]1[N:9]([CH2:11][CH2:12][F:13])[C:8](=[O:14])[CH2:7]2. The reactants are Intermediate 27, BrC1=NC=C(C=C1C)Br (2,5-dibromo-3-methylpyridine), COC=1C=C(C=CC1)B(O)O (3-methoxyphenylboronic acid). The product is BrC=1C=C(C(=NC1)C1=CC(=CC=C1)OC)C (5-Bromo-2-(3-methoxyphenyl)-3-methylpyridine). Yield: 23.0%. RXN SMILES: Br[C:2]1[C:7]([CH3:8])=[CH:6][C:5]([Br:9])=[CH:4][N:3]=1.[CH3:10][O:11][C:12]1[CH:13]=[C:14](B(O)O)[CH:15]=[CH:16][CH:17]=1>>[Br:9][C:5]1[CH:6]=[C:7]([CH3:8])[C:2]([C:16]2[CH:15]=[CH:14][CH:13]=[C:12]([O:11][CH3:10])[CH:17]=2)=[N:3][CH:4]=1. Procedure: Obtained (1.00 g, yield 23%) following the procedure described in Intermediate 27, starting with 2,5-dibromo-3-methylpyridine (15.94 mmol, 4.0 g), 3-methoxyphenylboronic acid (15.93 mmol, 2.42 g).